From a dataset of the Open Reaction Database (ORD), a public repository of structured organic reaction records. describe an organic reaction: reactants, conditions, products, and yield Reactants: C1COC2(CC=C(CC2)N2CCOCC2)O1 (4-morpholino-3-cyclohexene-1-one ethylene ketal), solid, B1C2CCCC1CCC2 (9-BBN). Run in O1CCCC1 (tetrahydrofuran). Run at time 6 hour. The product is C1COC2(CC=CCC2)O1 (3-cyclohexene-1-one ethylene ketal). Yield: 74.9%. RXN SMILES: [CH2:1]1[O:16][C:4]2([CH2:9][CH2:8][C:7](N3CCOCC3)=[CH:6][CH2:5]2)[O:3][CH2:2]1.B1C2CCCC1CCC2>O1CCCC1>[CH2:1]1[O:16][C:4]2([CH2:9][CH2:8][CH:7]=[CH:6][CH2:5]2)[O:3][CH2:2]1. Reported procedure: A solution of 4.50 g (20 mmoles) of 4-morpholino-3-cyclohexene-1-one ethylene ketal in 10 ml of tetrahydrofuran (THF) is added to 2.44 g (20 mmoles) of solid 9-BBN. A suspension results which becomes clear after stirring for 6 hours at room temperature. The THF is removed under reduced pressure (20 Torr) and 2 ml of methanol is added to the remaining solid. An exothermic reaction is initiated by gentle warming and results in a clear solution which is stirred. The stirring is stopped and the mixt... Reactants: CC1(C(C(C2=CC(=C(C=C12)[N+](=O)[O-])[N+](=O)[O-])(C)C)=O)C (1,1,3,3-tetramethyl-5,6-dinitro-2-indanone). Run in CO (methanol), [Ni] (Raney-nickel). The product is NC=1C=C2C(C(C(C2=CC1N)(C)C)=O)(C)C (5,6-diamino-1,1,3,3-tetramethyl-2-indanone). Yield: 95.4%. As a reaction SMILES: [CH3:1][C:2]1([CH3:20])[C:10]2[C:5](=[CH:6][C:7]([N+:14]([O-])=O)=[C:8]([N+:11]([O-])=O)[CH:9]=2)[C:4]([CH3:18])([CH3:17])[C:3]1=[O:19]>CO.[Ni]>[NH2:11][C:8]1[CH:9]=[C:10]2[C:5](=[CH:6][C:7]=1[NH2:14])[C:4]([CH3:17])([CH3:18])[C:3](=[O:19])[C:2]2([CH3:20])[CH3:1]. Procedure details: 12.7 g of 1,1,3,3-tetramethyl-5,6-dinitro-2-indanone were dissolved in 500 ml of methanol in a hydrogenation flask and hydrogenated with Raney-nickel. After the H2 -uptake of 6.2 l (theory=6.15 l), the catalyst was removed by filtration under suction, the filtrate was again filtered and then evaporated in vacuo. The residue was crystallized from acetonitrile. There were obtained 9.5 g (95.5% of theory) of 5,6-diamino-1,1,3,3-tetramethyl-2-indanone of melting point 179°-180° C. Starting materials: C(C=C)NCC=C (diallylamine), FC(C=1C=C(OC2=C(C(=O)Cl)C=CC=N2)C=CC1)(F)F (2-(3-trifluoromethylphenoxy)nicotinoyl chloride). The solvent is C1=CC=CC=C1 (benzene). The product is FC(C=1C=C(OC2=C(C(=O)N(CC=C)CC=C)C=CC=N2)C=CC1)(F)F (2-(3-trifluoromethylphenoxy)N,N-diallyl nicotinamide). RXN SMILES: [CH2:1]([NH:4][CH2:5][CH:6]=[CH2:7])[CH:2]=[CH2:3].[F:8][C:9]([F:27])([F:26])[C:10]1[CH:11]=[C:12]([CH:23]=[CH:24][CH:25]=1)[O:13][C:14]1[N:22]=[CH:21][CH:20]=[CH:19][C:15]=1[C:16](Cl)=[O:17]>C1C=CC=CC=1>[F:8][C:9]([F:27])([F:26])[C:10]1[CH:11]=[C:12]([CH:23]=[CH:24][CH:25]=1)[O:13][C:14]1[N:22]=[CH:21][CH:20]=[CH:19][C:15]=1[C:16]([N:4]([CH2:5][CH:6]=[CH2:7])[CH2:1][CH:2]=[CH2:3])=[O:17]. Procedure: In the same manner as in Example 1(a), 1.6 grams (0.016 mole) diallylamine and 2.5 grams (0.008 mole) 2-(3-trifluoromethylphenoxy)nicotinoyl chloride were mixed in 100 milliliters benzene to yield 1.6 grams (55.2% of theoretical yield) of the desired product, nD30 1.5003. The structure of this compound was confirmed by mass spectrometry.